Dataset: the Open Reaction Database (ORD), a public repository of structured organic reaction records. Task: describe an organic reaction: reactants, conditions, products, and yield Starting materials: ClC=1C=C(C=C(C1)Cl)SC1=C(N=C(N1C)CCO)C(C)C (5-(3,5-dichlorophenylthio)-4-isopropyl-2-(2-hydroxyethyl)-1-methyl-1H-imidazole), acetal, C(CCC)OC1=CCCCCCC1 (1-n-butoxycyclooctene). Product: ClC=1C=C(C=C(C1)Cl)SC1=C(N=C(N1C)CCOC1(CCCCCCC1)OCCCC)C(C)C (5-(3,5-Dichlorophenylthio)-4-isopropyl-2-[2-(1-n-butoxycyclooctyloxy)ethyl]-1-methyl-1H-imidazole). The yield is 38.5%. As a reaction SMILES: [Cl:1][C:2]1[CH:3]=[C:4]([S:9][C:10]2[N:14]([CH3:15])[C:13]([CH2:16][CH2:17][OH:18])=[N:12][C:11]=2[CH:19]([CH3:21])[CH3:20])[CH:5]=[C:6]([Cl:8])[CH:7]=1.[CH2:22]([O:26][C:27]1[CH2:34][CH2:33][CH2:32][CH2:31][CH2:30][CH2:29][CH:28]=1)[CH2:23][CH2:24][CH3:25]>>[Cl:8][C:6]1[CH:5]=[C:4]([S:9][C:10]2[N:14]([CH3:15])[C:13]([CH2:16][CH2:17][O:18][C:27]3([O:26][CH2:22][CH2:23][CH2:24][CH3:25])[CH2:34][CH2:33][CH2:32][CH2:31][CH2:30][CH2:29][CH2:28]3)=[N:12][C:11]=2[CH:19]([CH3:21])[CH3:20])[CH:3]=[C:2]([Cl:1])[CH:7]=1. Reported procedure: The compound 22 (345 mg, 1 mmol) was converted to the acetal with 1-n-butoxycyclooctene (1.3 g, 5.56 mmol) in the same manner as the example 20 to give the compound 32 (203 mg, 38%). Rf 0.70 (Al2O3 hexane-EtOAc 4:1) PMR (CDCl3 -0.1% d5 -Py): δH0.88 (3 H, t, J 7.2 Hz, CH3), 1.23 (6 H, d, J 6.9 Hz, (CH3)2CH), 1.25-1.80 (14 H, m, --CH2 --), 2.99 (2 H, t, J 5.7 Hz, CH2 -Im), 3.05 (2 H, t, J 6.6 Hz, CH2 -Im), 3.10 (1 H, s, J 6.9 Hz, (CH3)2CH), 3.51 (3 H, s, NCH3), 3.67 (2 H, t, J 6 Hz, OCH2), 6.82 (2... The reactants are C(C1=CC=CC=C1)OC(=O)N1CC(CCC1)CO[Si](C)(C)C(C)(C)C (1-(benzyloxycarbonyl)-3-(tert-butyldimethylsilyloxymethyl)piperidine), [H][H] (hydrogen). Reagents/catalysts: [Pd] (palladium on activated carbon). The solvent is CO (methanol). Yields the product [Si](C)(C)(C(C)(C)C)OCC1CNCCC1 (3-(tert-Butyldimethylsilyloxymethyl)piperidine). Yield: 95.6%. RXN SMILES: C(OC([N:11]1[CH2:16][CH2:15][CH2:14][CH:13]([CH2:17][O:18][Si:19]([C:22]([CH3:25])([CH3:24])[CH3:23])([CH3:21])[CH3:20])[CH2:12]1)=O)C1C=CC=CC=1.[H][H]>[Pd].CO>[Si:19]([O:18][CH2:17][CH:13]1[CH2:14][CH2:15][CH2:16][NH:11][CH2:12]1)([C:22]([CH3:25])([CH3:24])[CH3:23])([CH3:21])[CH3:20]. Reported procedure: 10% palladium on activated carbon (1.32 g) was added to 1-(benzyloxycarbonyl)-3-(tert-butyldimethylsilyloxymethyl)piperidine (13.2 g, 36.3 mmol) in methanol (130 mL). The mixture was stirred at room temperature for 1 hour in a hydrogen atmosphere. Subsequently, the mixture was filtered through Celite, followed by evaporation of the solvent to give 7.96 g (96%) of the desired compound as a colorless oil. Reactants: COC(=O)Cc1ccc(CBr)cc1, CCOC(C)=O, [H-], [I-], [K+], [Na+], CN(C)C=O, O, c1ccc2c(c1)[nH]c1ccccc12. Product: COC(=O)Cc1ccc(Cn2c3ccccc3c3ccccc32)cc1. Reaction SMILES: [CH3:16][O:17][C:18]([CH2:19][c:20]1[cH:21][cH:22][c:23]([CH2:26][Br:27])[cH:24][cH:25]1)=[O:28].[CH3:36][CH2:37][O:38][C:39](=[O:40])[CH3:41].[H-:14].[I-:30].[K+:29].[Na+:15].[O:31]=[CH:32][N:33]([CH3:34])[CH3:35].[OH2:42].[cH:1]1[cH:2][cH:3][cH:4][c:5]2[c:6]3[cH:7][cH:8][cH:9][cH:10][c:11]3[nH:12][c:13]12>>[cH:1]1[cH:2][cH:3][cH:4][c:5]2[c:6]3[cH:7][cH:8][cH:9][cH:10][c:11]3[n:12]([CH2:26][c:23]3[cH:22][cH:21][c:20]([CH2:19][C:18]([O:17][CH3:16])=[O:28])[cH:25][cH:24]3)[c:13]12.